From a dataset of the Open Reaction Database (ORD), a public repository of structured organic reaction records. describe an organic reaction: reactants, conditions, products, and yield Starting materials: CC(=O)Oc1ccc(C(=O)O)c(C)c1, CCOCC, ClP(Cl)(Cl)(Cl)Cl. Product: CC(=O)Oc1ccc(C(=O)Cl)c(C)c1. As a reaction SMILES: [C:1]([CH3:2])(=[O:3])[O:4][c:5]1[cH:6][c:7]([CH3:14])[c:8]([C:9](=[O:10])[OH:11])[cH:12][cH:13]1.[CH2:21]([O:22][CH2:23][CH3:24])[CH3:25].[Cl:15][P:16]([Cl:17])([Cl:18])([Cl:19])[Cl:20]>>[C:1]([CH3:2])(=[O:3])[O:4][c:5]1[cH:6][c:7]([CH3:14])[c:8]([C:9](=[O:10])[Cl:15])[cH:12][cH:13]1.